describe an organic reaction: reactants, conditions, products, and yield From a dataset of the Open Reaction Database (ORD), a public repository of structured organic reaction records. The reactants are CCCN(CC(=O)O)c1ccc(C#N)c(C(F)(F)F)c1, CCCN. Yields the product CCCNC(=O)CN(CCC)c1ccc(C#N)c(C(F)(F)F)c1. Reaction SMILES: [C:1](#[N:2])[c:3]1[c:4]([C:17]([F:18])([F:19])[F:20])[cH:5][c:6]([N:9]([CH2:10][C:11](=[O:12])[OH:13])[CH2:14][CH2:15][CH3:16])[cH:7][cH:8]1.[CH3:21][CH2:22][CH2:23][NH2:24]>>[C:1](#[N:2])[c:3]1[c:4]([C:17]([F:18])([F:19])[F:20])[cH:5][c:6]([N:9]([CH2:10][C:11](=[O:13])[NH:24][CH2:23][CH2:22][CH3:21])[CH2:14][CH2:15][CH3:16])[cH:7][cH:8]1. Reactants: ClCCl, C1CCOC1, CC(C)C(C)(N)C#N, N, O=S(=O)(O)O. Product: CC(C)C(C)(N)C(N)=O. As a reaction SMILES: [CH2:20]([Cl:21])[Cl:22].[CH2:9]1[CH2:12][CH2:11][CH2:10][O:13]1.[NH2:1][C:2]([C:3]#[N:4])([CH:5]([CH3:6])[CH3:7])[CH3:8].[NH3:19].[S:14](=[O:15])(=[O:16])([OH:17])[OH:18]>>[NH2:1][C:2]([C:3]([NH2:4])=[O:13])([CH:5]([CH3:6])[CH3:7])[CH3:8]. Starting materials: CN, CCc1nc2c(C)cc(C)nc2n1-c1ccc(CCCl)cc1, O. Product: CCc1nc2c(C)cc(C)nc2n1-c1ccc(CCNC)cc1. Reaction SMILES: [CH3:23][NH2:24].[Cl:1][CH2:2][CH2:3][c:4]1[cH:5][cH:6][c:7](-[n:10]2[c:11]([CH2:21][CH3:22])[n:12][c:13]3[c:14]2[n:15][c:16]([CH3:20])[cH:17][c:18]3[CH3:19])[cH:8][cH:9]1.[OH2:25]>>[CH2:2]([CH2:3][c:4]1[cH:5][cH:6][c:7](-[n:10]2[c:11]([CH2:21][CH3:22])[n:12][c:13]3[c:14]2[n:15][c:16]([CH3:20])[cH:17][c:18]3[CH3:19])[cH:8][cH:9]1)[NH:24][CH3:23].